From a dataset of the Open Reaction Database (ORD), a public repository of structured organic reaction records. describe an organic reaction: reactants, conditions, products, and yield Reactants: C, CO, CC=Cc1cc(C(OCOC)(C(F)(F)F)C(F)(F)F)cc(CCC)c1O, [Pd]. Yields the product CCCc1cc(C(OCOC)(C(F)(F)F)C(F)(F)F)cc(CCC)c1O. As a reaction SMILES: [C:27].[CH3:29][OH:30].[F:1][C:2]([C:3]([C:4]([F:5])([F:6])[F:7])([O:8][CH2:9][O:10][CH3:11])[c:12]1[cH:13][c:14]([CH:22]=[CH:23][CH3:24])[c:15]([OH:21])[c:16]([CH2:18][CH2:19][CH3:20])[cH:17]1)([F:25])[F:26].[Pd:28]>>[F:1][C:2]([C:3]([C:4]([F:5])([F:6])[F:7])([O:8][CH2:9][O:10][CH3:11])[c:12]1[cH:13][c:14]([CH2:22][CH2:23][CH3:24])[c:15]([OH:21])[c:16]([CH2:18][CH2:19][CH3:20])[cH:17]1)([F:25])[F:26]. Reactants: C=CCN1C(=O)C(NC(=O)OC(C)(C)C)COc2ccccc21, CO. Yields the product CCCN1C(=O)C(NC(=O)OC(C)(C)C)COc2ccccc21. Reaction SMILES: [CH2:1]([CH:2]=[CH2:3])[N:4]1[C:5](=[O:23])[CH:6]([NH:15][C:16]([O:17][C:18]([CH3:19])([CH3:20])[CH3:21])=[O:22])[CH2:7][O:8][c:9]2[c:10]1[cH:11][cH:12][cH:13][cH:14]2.[CH3:24][OH:25]>>[CH2:1]([CH2:2][CH3:3])[N:4]1[C:5](=[O:23])[CH:6]([NH:15][C:16]([O:17][C:18]([CH3:19])([CH3:20])[CH3:21])=[O:22])[CH2:7][O:8][c:9]2[c:10]1[cH:11][cH:12][cH:13][cH:14]2. Reactants: CI (methyl iodide), [F-].C(CCC)[N+](CCCC)(CCCC)CCCC (tetrabutylammonium fluoride), CI (methyl iodide), aqueous solution, [OH-].[Na+] (sodium hydroxide), [Si](C)(C)(C(C)(C)C)OC1=CC(=CC=2C=C(OC(C21)=O)CC#N)OC (8-tert-butyldimethylsilyloxy-3-cyanomethyl-6-methoxy-1-oxo-1H-2-benzopyran). The solvent is C(Cl)Cl (methylene chloride), C(Cl)Cl (methylene chloride), C(Cl)Cl (methylene chloride). Reaction conditions: temperature 0 celsius. Yields the product [Si](C)(C)(C(C)(C)C)OC1=CC(=CC=2C=C(OC(C21)=O)C(C)C#N)OC (8-tert-butyldimethylsilyloxy-3-(1-cyanoethyl)-6-methoxy-1-oxo-1H-2-benzopyran). Isolated yield 155.2%. Reaction SMILES: [Si:1]([O:8][C:9]1[C:18]2[C:17](=[O:19])[O:16][C:15]([CH2:20][C:21]#[N:22])=[CH:14][C:13]=2[CH:12]=[C:11]([O:23][CH3:24])[CH:10]=1)([C:4]([CH3:7])([CH3:6])[CH3:5])([CH3:3])[CH3:2].[OH-].[Na+].[F-].[CH2:28]([N+](CCCC)(CCCC)CCCC)CCC.CI>C(Cl)Cl>[Si:1]([O:8][C:9]1[C:18]2[C:17](=[O:19])[O:16][C:15]([CH:20]([C:21]#[N:22])[CH3:28])=[CH:14][C:13]=2[CH:12]=[C:11]([O:23][CH3:24])[CH:10]=1)([C:4]([CH3:7])([CH3:6])[CH3:5])([CH3:2])[CH3:3] |f:1.2,3.4|. Procedure: 2.50 g (7.24 mmol) of the 8-tert-butyldimethylsilyloxy-3-cyanomethyl-6-methoxy-1-oxo-1H-2-benzopyran obtained in Example 5 was dissolved in 80 ml of methylene chloride. 100 ml of a 1M aqueous solution of sodium hydroxide was added thereto, and the resulting mixture was cooled to 0° C. While this mixture was being vigorously stirred, 584 mg (1.81 mmol) of tetrabutylammonium fluoride and then 10 ml of methylene chloride containing 0.92 ml (14.47 mmol) of methyl iodide were added thereto, followed ... The reactants are O1C(CSC2=NC=C(C=N2)Cl)C1 (2-(2,3-epoxypropyl)thio-5-chloropyrimidine), [Na+].[Cl-] (NaCl), OO (H2O2), SeO2. Run in CO (methanol), O (water). Product: O1C(CS(=O)C2=NC=C(C=N2)Cl)C1 (2-(2,3-Epoxypropyl)sulfinyl-5-chloropyrimidine). Isolated yield 24.0%. Reaction SMILES: [OH:1]O.[O:3]1[CH2:14][CH:4]1[CH2:5][S:6][C:7]1[N:12]=[CH:11][C:10]([Cl:13])=[CH:9][N:8]=1.[Na+].[Cl-]>O.CO>[O:3]1[CH2:14][CH:4]1[CH2:5][S:6]([C:7]1[N:8]=[CH:9][C:10]([Cl:13])=[CH:11][N:12]=1)=[O:1] |f:2.3|. Reported procedure: A mixture of 35% H2O2 (1.9 mmol) and SeO2 (1.9 mmol) in water (1.5 ml H2O) was added to a solution of 2-(2,3-epoxypropyl)thio-5-chloropyrimidine (1.9 mmol) in methanol (7 ml). The mixture was stirred at room temperature for 4 h before saturated NaCl aq. (30 ml) was added and the mixture extracted with chloroform (3×15 ml). The dried (MgSO4) chloroform solution was evaporated and the residue purified by preparative TLC on silica gel using CHCl3 : EtOH (95:5); yield 24%, m.p. 92° C. 1H NMR (CDCl3)... Reactants: CN1N=C(C=2C(=CC=CC12)C(=O)[O-])CN[C@H]1CN2CCC1CC2 ((R)-1-methyl-3-[(quinuclidin-3-ylamino)methyl)-1H-indazole-4-carboxylate), CN1N=C2C3=C1C=NC=C3C([C@@H](C2)C2CN3CCC2CC3)=O ((S)-2-methyl-7-(quinuclidin-3-yl]-7,8-dihydropyrazolo[3,4,5-de]isoquinolin-6(2H)-one), Cl (hydrochloric acid). Product: Cl.CN1N=C2C3=C1C=NC=C3C([C@H](C2)C2CN3CCC2CC3)=O ((R)-2-methyl-7-(quinuclidin-3-yl)-7,8-dihydropyrazolo[3,4,5-de]isoquinolin-6(2H)-one, hydrochloride salt). As a reaction SMILES: CN1C2C=CC=C(C([O-])=O)C=2C(CN[C@@H]2C3CCN(CC3)C2)=N1.[CH3:24][N:25]1[C:29]2[CH:30]=[N:31][CH:32]=[C:33]3[C:34](=[O:45])[C@H:35]([CH:37]4[CH:42]5[CH2:43][CH2:44][N:39]([CH2:40][CH2:41]5)[CH2:38]4)[CH2:36][C:27]([C:28]=23)=[N:26]1.[ClH:46]>>[ClH:46].[CH3:24][N:25]1[C:29]2[CH:30]=[N:31][CH:32]=[C:33]3[C:34](=[O:45])[C@@H:35]([CH:37]4[CH:42]5[CH2:41][CH2:40][N:39]([CH2:44][CH2:43]5)[CH2:38]4)[CH2:36][C:27]([C:28]=23)=[N:26]1 |f:3.4|. Procedure details: Following general procedure GP-H, (R)-1-methyl-3-[(quinuclidin-3-ylamino)methyl)-1H-indazole-4-carboxylate was converted to (S)-2-methyl-7-(quinuclidin-3-yl]-7,8-dihydropyrazolo[3,4,5-de]isoquinolin-6(2H)-one, which was immediately treated with hydrochloric acid following general procedure GP-I to give (R)-2-methyl-7-(quinuclidin-3-yl)-7,8-dihydropyrazolo[3,4,5-de]isoquinolin-6(2H)-one, hydrochloride salt: 1H NMR (500 MHz, DMSO-d6) δ 10.20 (s, 1H), 7.76 (d, J=8.0 Hz, 1H), 7.53 (t, J=7.0 Hz, 1H),... Reactants: esters, FC(C1=CC=C(CN2C3CCC(C2C(=O)N[C@@H](C)C2=CC=C(C(=O)OC)C=C2)CC3)C=C1)(F)F (methyl 4-((1S)-1-(2-(4-(trifluoromethyl)benzyl)-2-azabicyclo[2.2.2]octane-3-carboxamido)ethyl)benzoate), O[Li].O (LiOH H2O). Product: FC(C1=CC=C(CN2C3CCC(C2C(=O)N[C@@H](C)C2=CC=C(C(=O)O)C=C2)CC3)C=C1)(F)F (4-((1S)-1-(2-(4-(trifluoromethyl)benzyl)-2-azabicyclo[2.2.2]octane-3-carboxamido)ethyl)benzoic acid). Isolated yield 100.7%. Reaction SMILES: [F:1][C:2]([F:34])([F:33])[C:3]1[CH:32]=[CH:31][C:6]([CH2:7][N:8]2[CH:13]([C:14]([NH:16][C@H:17]([C:19]3[CH:28]=[CH:27][C:22]([C:23]([O:25]C)=[O:24])=[CH:21][CH:20]=3)[CH3:18])=[O:15])[CH:12]3[CH2:29][CH2:30][CH:9]2[CH2:10][CH2:11]3)=[CH:5][CH:4]=1.O[Li].O>>[F:33][C:2]([F:1])([F:34])[C:3]1[CH:32]=[CH:31][C:6]([CH2:7][N:8]2[CH:13]([C:14]([NH:16][C@H:17]([C:19]3[CH:28]=[CH:27][C:22]([C:23]([OH:25])=[O:24])=[CH:21][CH:20]=3)[CH3:18])=[O:15])[CH:12]3[CH2:11][CH2:10][CH:9]2[CH2:30][CH2:29]3)=[CH:5][CH:4]=1 |f:1.2|. Reported procedure: The title compound (E39) (11.04 mg) was prepared according to the general procedure for esters hydrolysis (Method C) starting from methyl 4-((1S)-1-(2-(4-(trifluoromethyl)benzyl)-2-azabicyclo[2.2.2]octane-3-carboxamido)ethyl)benzoate (D155) (11.3 mg). (LiOH H2O: 4 eq; reaction time: 18 hrs)